Dataset: the Open Reaction Database (ORD), a public repository of structured organic reaction records. Task: describe an organic reaction: reactants, conditions, products, and yield The reactants are Cl (hydrochloric acid), C1(CCCCC1)C=1C=2C=CC(=CC2N2C1C1=C(CC(C2)CN(CCN(CCCS(NC(OC(C)(C)C)=O)(=O)=O)C)C)C=CC=C1)C(=O)OC (Methyl 13-cyclohexyl-6-(2,5,13,13-tetramethyl-9,9-dioxido-11-oxo-12-oxa-9-thia-2,5,10-triazatetradec-1-yl)-6,7-dihydro-5H-indolo[2,1-a][2]benzazepine-10-carboxylate), [OH-].[K+] (KOH), C(=O)(C(F)(F)F)O (TFA). Run in C(Cl)Cl (DCM). Conditions: time 1 hour. The product is NS(=O)(=O)CCCN(CCN(C)CC1CN2C(C3=C(C1)C=CC=C3)=C(C=3C=CC(=CC32)C(=O)O)C3CCCCC3)C (6-{[{2-[[3-(aminosulfonyl)propyl](methyl)amino]ethyl}(methyl)amino]methyl}-13-cyclohexyl-6,7-dihydro-5H-indolo[2,1-a][2]benzazepine-10-carboxylic acid). Reaction SMILES: [CH:1]1([C:7]2[C:8]3[CH:9]=[CH:10][C:11]([C:46]([O:48]C)=[O:47])=[CH:12][C:13]=3[N:14]3[CH2:20][CH:19]([CH2:21][N:22]([CH3:41])[CH2:23][CH2:24][N:25]([CH3:40])[CH2:26][CH2:27][CH2:28][S:29](=[O:39])(=[O:38])[NH:30]C(=O)OC(C)(C)C)[CH2:18][C:17]4[CH:42]=[CH:43][CH:44]=[CH:45][C:16]=4[C:15]=23)[CH2:6][CH2:5][CH2:4][CH2:3][CH2:2]1.C(O)(C(F)(F)F)=O.[OH-].[K+].Cl>C(Cl)Cl>[NH2:30][S:29]([CH2:28][CH2:27][CH2:26][N:25]([CH3:40])[CH2:24][CH2:23][N:22]([CH2:21][CH:19]1[CH2:18][C:17]2[CH:42]=[CH:43][CH:44]=[CH:45][C:16]=2[C:15]2=[C:7]([CH:1]3[CH2:6][CH2:5][CH2:4][CH2:3][CH2:2]3)[C:8]3[CH:9]=[CH:10][C:11]([C:46]([OH:48])=[O:47])=[CH:12][C:13]=3[N:14]2[CH2:20]1)[CH3:41])(=[O:39])=[O:38] |f:2.3|. Procedure: Methyl 13-cyclohexyl-6-(2,5,13,13-tetramethyl-9,9-dioxido-11-oxo-12-oxa-9-thia-2,5,10-triazatetradec-1-yl)-6,7-dihydro-5H-indolo[2,1-a][2]benzazepine-10-carboxylate was dissolved in DCM (0.1 M) and TFA (44 eq.) was added. After stirring at RT for 1 h all volatiles were evaporated in vacuo and the residual material was coevaporated three times with toluene. (MS (ES+): 595.6). The material was dissolved in MeOH (0.05 M) and 1 M KOH solution (10 eq.) was added and the mixture was stirred at 70° C. ... The reactants are [OH-].[Na+] (NaOH), ClCCl (dichloromethane), CC1(NC(CC(C1)NC1CC(NC(C1)(C)C)(C)C)(C)C)C (N,N-bis-(2,2,6,6-tetramethyl-piperidin-4-yl)-amine), C(C=C)(=O)Cl (acryloylchloride). Reagents/catalysts: CN(C1=CC=NC=C1)C (4-dimethylaminopyridine). Run in O (water). Yields the product CC1(NC(CC(C1)N(C(C=C)=O)C1CC(NC(C1)(C)C)(C)C)(C)C)C (N,N-Bis-(2,2,6,6-tetramethyl-piperidin-4-yl)-acrylamide). Isolated yield 19.3%. As a reaction SMILES: ClCCl.[CH3:4][C:5]1([CH3:24])[CH2:10][CH:9]([NH:11][CH:12]2[CH2:17][C:16]([CH3:19])([CH3:18])[NH:15][C:14]([CH3:21])([CH3:20])[CH2:13]2)[CH2:8][C:7]([CH3:23])([CH3:22])[NH:6]1.[C:25](Cl)(=[O:28])[CH:26]=[CH2:27].[OH-].[Na+]>CN(C)C1C=CN=CC=1.O>[CH3:22][C:7]1([CH3:23])[CH2:8][CH:9]([N:11]([CH:12]2[CH2:17][C:16]([CH3:19])([CH3:18])[NH:15][C:14]([CH3:21])([CH3:20])[CH2:13]2)[C:25](=[O:28])[CH:26]=[CH2:27])[CH2:10][C:5]([CH3:24])([CH3:4])[NH:6]1 |f:3.4|. Reported procedure: A 2500 ml flask equipped with stirrer, termometer and dropping funnel is charged with 1000 ml of dichloromethane, 147.75 g (500 mmol) N,N-bis-(2,2,6,6-tetramethyl-piperidin-4-yl)-amine (prepared as described in EP 838 455 A1) and 1.6 g 4-dimethylaminopyridine. Then, 47.5 g (525 mmol) of acryloylchloride are added during 4 h while keeping the temperature at 0-2° C. After additional 90 minutes of stirring the solution of 21 g (521 mmol) NaOH in 100 ml water is slowly added. The organic layer is se... The yield is 87.3%. Reaction conditions: time 8 hour. Starting materials: N(=NC(=O)N1CCCCC1)C(=O)N1CCCCC1 (1,1'-(azodicarbonyl)dipiperidine), CC=1C=C(C=C(C1)O)OS(=O)(=O)C1=CC=CC2=CC=CC=C12 (5-methyl-3-(1-naphthalenylsulfonyloxy)phenol), C(CCC)P(CCCC)CCCC (tri-n-butylphosphine), C(CCO)O (1,3-propanediol). Solvent: O1CCCC1 (tetrahydrofuran), CCCCCC (Hexane). Procedure details: To a solution of 5-methyl-3-(1-naphthalenylsulfonyloxy)phenol (620 g, 2.0 mmol), as prepared in the preceding step, tri-n-butylphosphine (607 mg, 3.0 mmol) and 1,3-propanediol (760 mg, 10 mmol) in anhydrous tetrahydrofuran (20 mL) was added 1,1'-(azodicarbonyl)dipiperidine (757 mg, 3.0 mmol). The mixture was stirred at ambient temperature overnight. Hexane (50 mL) was added to the mixture, and the precipitates were removed by filtration. The filtrate was evaporated in vacuo, and the residue was ... Yields the product CC=1C=C(C=C(OCCCO)C1)OS(=O)(=O)C1=CC=CC2=CC=CC=C12 (3-[5-Methyl-3-(1-naphthalenylsulfonyloxy)phenoxy]propanol). Reaction SMILES: [CH3:1][C:2]1[CH:3]=[C:4]([O:9][S:10]([C:13]2[C:22]3[C:17](=[CH:18][CH:19]=[CH:20][CH:21]=3)[CH:16]=[CH:15][CH:14]=2)(=[O:12])=[O:11])[CH:5]=[C:6]([OH:8])[CH:7]=1.C(P(CCCC)CCCC)CCC.[CH2:36](O)[CH2:37][CH2:38][OH:39].N(C(N1CCCCC1)=O)=NC(N1CCCCC1)=O>O1CCCC1.CCCCCC>[CH3:1][C:2]1[CH:3]=[C:4]([O:9][S:10]([C:13]2[C:22]3[C:17](=[CH:18][CH:19]=[CH:20][CH:21]=3)[CH:16]=[CH:15][CH:14]=2)(=[O:12])=[O:11])[CH:5]=[C:6]([CH:7]=1)[O:8][CH2:36][CH2:37][CH2:38][OH:39].